Dataset: the Open Reaction Database (ORD), a public repository of structured organic reaction records. Task: describe an organic reaction: reactants, conditions, products, and yield Starting materials: CCN(C(C)C)C(C)C, Ic1ccccn1, O=C(C=Cc1ccccc1)C=Cc1ccccc1, O=C(C=Cc1ccccc1)C=Cc1ccccc1, O=C(C=Cc1ccccc1)C=Cc1ccccc1, C1COCCO1, [Pd], [Pd], O=C(O)c1cccc(S)c1. As a reaction SMILES: [CH:18]([N:19]([CH2:20][CH3:21])[CH:22]([CH3:23])[CH3:24])([CH3:25])[CH3:26].[I:1][c:2]1[n:3][cH:4][cH:5][cH:6][cH:7]1.[O:29]=[C:30]([CH:31]=[CH:32][c:33]1[cH:34][cH:35][cH:36][cH:37][cH:38]1)[CH:39]=[CH:40][c:41]1[cH:42][cH:43][cH:44][cH:45][cH:46]1.[O:47]=[C:48]([CH:49]=[CH:50][c:51]1[cH:52][cH:53][cH:54][cH:55][cH:56]1)[CH:57]=[CH:58][c:59]1[cH:60][cH:61][cH:62][cH:63][cH:64]1.[O:65]=[C:66]([CH:67]=[CH:68][c:69]1[cH:70][cH:71][cH:72][cH:73][cH:74]1)[CH:75]=[CH:76][c:77]1[cH:78][cH:79][cH:80][cH:81][cH:82]1.[O:83]1[CH2:84][CH2:85][O:86][CH2:87][CH2:88]1.[Pd:27].[Pd:28].[SH:8][c:9]1[cH:10][c:11]([C:12](=[O:13])[OH:14])[cH:15][cH:16][cH:17]1>>[c:2]1([S:8][c:9]2[cH:10][c:11]([C:12](=[O:13])[OH:14])[cH:15][cH:16][cH:17]2)[n:3][cH:4][cH:5][cH:6][cH:7]1. Product: O=C(O)c1cccc(Sc2ccccn2)c1. The reactants are PdCl2(dppf)(CH2Cl2), BrC=1C(=NC=C(C(=O)NC2=CC=C(C=C2)OC(F)(F)F)C1)N(C)CCO (5-bromo-6-((2-hydroxyethyl)(methyl)amino)-N-(4-(trifluoromethoxy)phenyl)nicotinamide), N1=CC(=CC=C1)B(O)O (pyridin-3-ylboronic acid), C(=O)([O-])[O-].[Na+].[Na+] (Na2CO3). Solvent: COCCOC (DME). The product is OCCN(C1=NC=C(C=C1C=1C=NC=CC1)C(=O)NC1=CC=C(C=C1)OC(F)(F)F)C (2-((2-Hydroxyethyl)(methyl)amino)-N-(4-(trifluoromethoxy)phenyl)-[3,3′-bipyridine]-5-carboxamide). As a reaction SMILES: Br[C:2]1[C:3]([N:22]([CH2:24][CH2:25][OH:26])[CH3:23])=[N:4][CH:5]=[C:6]([CH:21]=1)[C:7]([NH:9][C:10]1[CH:15]=[CH:14][C:13]([O:16][C:17]([F:20])([F:19])[F:18])=[CH:12][CH:11]=1)=[O:8].[N:27]1[CH:32]=[CH:31][CH:30]=[C:29](B(O)O)[CH:28]=1.C([O-])([O-])=O.[Na+].[Na+]>COCCOC>[OH:26][CH2:25][CH2:24][N:22]([CH3:23])[C:3]1[C:2]([C:29]2[CH:28]=[N:27][CH:32]=[CH:31][CH:30]=2)=[CH:21][C:6]([C:7]([NH:9][C:10]2[CH:15]=[CH:14][C:13]([O:16][C:17]([F:20])([F:19])[F:18])=[CH:12][CH:11]=2)=[O:8])=[CH:5][N:4]=1 |f:2.3.4|. Reported procedure: A mixture of 5-bromo-6-((2-hydroxyethyl)(methyl)amino)-N-(4-(trifluoromethoxy)phenyl)nicotinamide (Stage 151.1, 60 mg), pyridin-3-ylboronic acid (25 mg), 2 M Na2CO3 (0.2 mL, 0.4 mmol) and DME (4 mL) was flushed with argon, PdCl2(dppf)(CH2Cl2) (10 mg, 0.012 mmol) was added and the mixture was subjected to MW irradiation at 140° C. for 30 min. The RM was filtered through aa PL-Thiol MP SPE cartridge (StratoSpheres™, 6 mL), the cartridge was washed with MeOH and the solvent was evaporated off under... Reactants: C(C)OC1=NN(C=C1CCC(=O)OCC)CC1=CC=C(C=C1)OCC=1C=NC=CC1 (ethyl 3-[3-ethoxy-1-[4-(3-pyridylmethoxy)benzyl]-1H-pyrazol-4-yl]propionate), [OH-].[Na+] (sodium hydroxide), O1CCCC1 (tetrahydrofuran), C(C)O (ethanol). The solvent is Cl (hydrochloric acid). Reaction conditions: time 2 hour. Product: C(C)OC1=NN(C=C1CCC(=O)O)CC1=CC=C(C=C1)OCC=1C=NC=CC1 (3-[3-ethoxy-1-[4-(3-pyridylmethoxy)benzyl]-1H-pyrazol-4-yl]propionic acid). The yield is 82.1%. As a reaction SMILES: [CH2:1]([O:3][C:4]1[C:8]([CH2:9][CH2:10][C:11]([O:13]CC)=[O:12])=[CH:7][N:6]([CH2:16][C:17]2[CH:22]=[CH:21][C:20]([O:23][CH2:24][C:25]3[CH:26]=[N:27][CH:28]=[CH:29][CH:30]=3)=[CH:19][CH:18]=2)[N:5]=1)[CH3:2].[OH-].[Na+].O1CCCC1.C(O)C>Cl>[CH2:1]([O:3][C:4]1[C:8]([CH2:9][CH2:10][C:11]([OH:13])=[O:12])=[CH:7][N:6]([CH2:16][C:17]2[CH:22]=[CH:21][C:20]([O:23][CH2:24][C:25]3[CH:26]=[N:27][CH:28]=[CH:29][CH:30]=3)=[CH:19][CH:18]=2)[N:5]=1)[CH3:2] |f:1.2|. Procedure details: A mixture of ethyl 3-[3-ethoxy-1-[4-(3-pyridylmethoxy)benzyl]-1H-pyrazol-4-yl]propionate (340 mg), 1 N aqueous sodium hydroxide solution (2 ml), tetrahydrofuran (4 ml), and ethanol (4 ml) was stirred at room temperature for two hours, diluted with 1 N hydrochloric acid (2 ml), and extracted with ethyl acetate. The ethyl acetate layer was washed with saturated aqueous sodium chloride solution, dried (MgSO4), and concentrated. The obtained colorless crystals were collected by filtration, and 3-[3-... Yields the product C1(CCCCC1)N(C(CCCOC1=CC(=C(C=C1)[N+](=O)[O-])C=O)=O)C (N-cyclohexyl-N-methyl-4-(3-formyl-4-nitrophenyl)oxybutanamide). Reaction conditions: time 1 hour. The solvent is O1CCCC1 (tetrahydrofuran), O (water), O1CCCC1 (tetrahydrofuran). Reported procedure: Into a well-stirred solution of N-methyl-N-cyclohexylamine (29.5 ml) and sodium carbonate (28.8 g) in tetrahydrofuran (250 ml) and water (500 ml) cooled to 0° C. in an ice bath was added the tetrahydrofuran solution of the 4-(3-formyl-4-nitrophenyl)oxybutanoic acid chloride from Preparation 3 dropwise. When addition of the acid chloride was completed, the cooling bath was removed and the mixture allowed to stir at room temperature for 1 hour. Most of the tetrahydrofuran was removed by evaporatio... As a reaction SMILES: [CH3:1][NH:2][CH:3]1[CH2:8][CH2:7][CH2:6][CH2:5][CH2:4]1.C(=O)([O-])[O-].[Na+].[Na+].[CH:15]([C:17]1[CH:18]=[C:19]([O:26][CH2:27][CH2:28][CH2:29][C:30](Cl)=[O:31])[CH:20]=[CH:21][C:22]=1[N+:23]([O-:25])=[O:24])=[O:16]>O1CCCC1.O>[CH:3]1([N:2]([CH3:1])[C:30](=[O:31])[CH2:29][CH2:28][CH2:27][O:26][C:19]2[CH:20]=[CH:21][C:22]([N+:23]([O-:25])=[O:24])=[C:17]([CH:15]=[O:16])[CH:18]=2)[CH2:8][CH2:7][CH2:6][CH2:5][CH2:4]1 |f:1.2.3|. The reactants are CNC1CCCCC1 (N-methyl-N-cyclohexylamine), C([O-])([O-])=O.[Na+].[Na+] (sodium carbonate), acid chloride, C(=O)C=1C=C(C=CC1[N+](=O)[O-])OCCCC(=O)Cl (4-(3-formyl-4-nitrophenyl)oxybutanoic acid chloride). The reactants are O=C([O-])[O-], COc1cc2c(Oc3cc(C)c(C)nc3-c3ccc(C)cn3)ccnc2cc1O, CN(C)C=O, ClCCBr, [K+], [K+]. Product: COc1cc2c(Oc3cc(C)c(C)nc3-c3ccc(C)cn3)ccnc2cc1OCCCl. RXN SMILES: [C:30](=[O:31])([O-:32])[O-:33].[CH3:1][O:2][c:3]1[cH:4][c:5]2[c:6]([O:14][c:15]3[c:16](-[c:23]4[n:24][cH:25][c:26]([CH3:29])[cH:27][cH:28]4)[n:17][c:18]([CH3:22])[c:19]([CH3:21])[cH:20]3)[cH:7][cH:8][n:9][c:10]2[cH:11][c:12]1[OH:13].[CH3:40][N:41]([CH3:42])[CH:43]=[O:44].[Cl:36][CH2:37][CH2:38][Br:39].[K+:34].[K+:35]>>[CH3:1][O:2][c:3]1[cH:4][c:5]2[c:6]([O:14][c:15]3[c:16](-[c:23]4[n:24][cH:25][c:26]([CH3:29])[cH:27][cH:28]4)[n:17][c:18]([CH3:22])[c:19]([CH3:21])[cH:20]3)[cH:7][cH:8][n:9][c:10]2[cH:11][c:12]1[O:13][CH2:38][CH2:37][Cl:36].